This data is from the Open Reaction Database (ORD), a public repository of structured organic reaction records. The task is: describe an organic reaction: reactants, conditions, products, and yield Reactants: COc1ccc(CN(Cc2ccc(OC)cc2)c2ncc(-c3nc(N4CCOCC4)nc4c3CCN4)cn2)cc1, CCN1CCN(c2ccc(C)c(N)c2)CC1, CCN1CCN(c2ccc(C)c(NC(=S)N3CCc4c(-c5cnc(N(Cc6ccc(OC)cc6)Cc6ccc(OC)cc6)nc5)nc(N5CCOCC5)nc43)c2)CC1. The product is CCN1CCN(c2ccc(C)c(NC(=S)N3CCc4c(-c5cnc(N)nc5)nc(N5CCOCC5)nc43)c2)CC1. As a reaction SMILES: [CH3:1][O:2][c:3]1[cH:4][cH:5][c:6]([CH2:7][N:8]([CH2:9][c:10]2[cH:11][cH:12][c:13]([O:14][CH3:15])[cH:16][cH:17]2)[c:18]2[n:19][cH:20][c:21](-[c:22]3[c:23]4[c:27]([n:28][c:29]([N:30]5[CH2:31][CH2:32][O:33][CH2:34][CH2:35]5)[n:36]3)[NH:26][CH2:25][CH2:24]4)[cH:37][n:38]2)[cH:39][cH:40]1.[CH3:41][c:42]1[cH:43][cH:44][c:45]([N:46]2[CH2:47][CH2:48][N:49]([CH2:50][CH3:51])[CH2:52][CH2:53]2)[cH:54][c:55]1[NH2:56].[CH3:57][c:58]1[c:59]([NH:72][C:73](=[S:74])[N:75]2[CH2:76][CH2:77][c:78]3[c:79]2[n:80][c:81]([N:109]2[CH2:110][CH2:111][O:112][CH2:113][CH2:114]2)[n:82][c:83]3-[c:84]2[cH:85][n:86][c:87]([N:90]([CH2:91][c:92]3[cH:93][cH:94][c:95]([O:96][CH3:97])[cH:98][cH:99]3)[CH2:100][c:101]3[cH:102][cH:103][c:104]([O:105][CH3:106])[cH:107][cH:108]3)[n:88][cH:89]2)[cH:60][c:61]([N:64]2[CH2:65][CH2:66][N:67]([CH2:70][CH3:71])[CH2:68][CH2:69]2)[cH:62][cH:63]1>>[CH3:57][c:58]1[c:59]([NH:72][C:73](=[S:74])[N:75]2[CH2:76][CH2:77][c:78]3[c:79]2[n:80][c:81]([N:109]2[CH2:110][CH2:111][O:112][CH2:113][CH2:114]2)[n:82][c:83]3-[c:84]2[cH:85][n:86][c:87]([NH2:90])[n:88][cH:89]2)[cH:60][c:61]([N:64]2[CH2:65][CH2:66][N:67]([CH2:70][CH3:71])[CH2:68][CH2:69]2)[cH:62][cH:63]1.